Dataset: the Open Reaction Database (ORD), a public repository of structured organic reaction records. Task: describe an organic reaction: reactants, conditions, products, and yield Reactants: NC1=C(C(=O)NC2=NN=NN2)C=CC=C1 (2-amino-N-(1H-tetrazol-5-yl)benzamide), C(C)OC(OCC)OCC (triethoxymethane), COCC(C)O (1-methoxy-2-propanol). Solvent: C(C)O (ethanol). Conditions: temperature 10 celsius, time 45 minute. Product: N1N=NN=C1N1C=NC2=CC=CC=C2C1=O (3-(1H-tetrazol-5-yl)-4(3H)-quinazolinone). RXN SMILES: [NH2:1][C:2]1[CH:15]=[CH:14][CH:13]=[CH:12][C:3]=1[C:4]([NH:6][C:7]1[NH:11][N:10]=[N:9][N:8]=1)=[O:5].[CH2:16](OC(OCC)OCC)C.COCC(O)C>C(O)C>[NH:8]1[C:7]([N:6]2[C:4](=[O:5])[C:3]3[C:2](=[CH:15][CH:14]=[CH:13][CH:12]=3)[N:1]=[CH:16]2)=[N:11][N:10]=[N:9]1. Procedure details: A mixture of 326 g of 2-amino-N-(1H-tetrazol-5-yl)benzamide, 680 ml of triethoxymethane and 2 liters of 1-methoxy-2-propanol was heated at reflux. The ethanol which formed was removed through a reflux head. After about 30-60 minutes with a pot temperature above 100° C., HPLC showed that all the starting material had reacted. The mixture was then cooled to 10° C. and the solid which formed was separated by filtration, washed with methanol and dried. The crude product was dissolved in hot dimethyl...